Dataset: the Open Reaction Database (ORD), a public repository of structured organic reaction records. Task: describe an organic reaction: reactants, conditions, products, and yield Starting materials: CN(C)C=O, CCOC(C)=O, COC(=O)CCc1ccc(OCc2ccc(CCl)cc2)cc1, [H-], [Na+], c1ccc(-c2cc3ccccc3[nH]2)cc1. The product is COC(=O)CCc1ccc(OCc2ccc(Cn3c(-c4ccccc4)cc4ccccc43)cc2)cc1. Reaction SMILES: [CH3:40][N:41]([CH3:42])[CH:43]=[O:44].[CH3:45][CH2:46][O:47][C:48](=[O:49])[CH3:50].[Cl:18][CH2:19][c:20]1[cH:21][cH:22][c:23]([CH2:24][O:25][c:26]2[cH:27][cH:28][c:29]([CH2:32][CH2:33][C:34](=[O:35])[O:36][CH3:37])[cH:30][cH:31]2)[cH:38][cH:39]1.[H-:16].[Na+:17].[c:1]1(-[c:7]2[nH:8][c:9]3[cH:10][cH:11][cH:12][cH:13][c:14]3[cH:15]2)[cH:2][cH:3][cH:4][cH:5][cH:6]1>>[c:1]1(-[c:7]2[n:8]([CH2:19][c:20]3[cH:21][cH:22][c:23]([CH2:24][O:25][c:26]4[cH:27][cH:28][c:29]([CH2:32][CH2:33][C:34](=[O:35])[O:36][CH3:37])[cH:30][cH:31]4)[cH:38][cH:39]3)[c:9]3[cH:10][cH:11][cH:12][cH:13][c:14]3[cH:15]2)[cH:2][cH:3][cH:4][cH:5][cH:6]1.